Dataset: the Open Reaction Database (ORD), a public repository of structured organic reaction records. Task: describe an organic reaction: reactants, conditions, products, and yield Reactants: O=S1(CCN(CC2=C1C=CC=C2)C2=NC1=CC=C(C=C1C(=C2)NCCCN)C)=O (N-[2-(1,1-Dioxido-2,3-dihydro-1,4-benzothiazepin-4(5H)-yl)-6-methylquinolin-4-yl]propane-1,3-diamine), C(C)(=O)OC(C)=O (acetic anhydride). Yields the product O=S1(CCN(CC2=C1C=CC=C2)C2=NC1=CC=C(C=C1C(=C2)NCCCNC(C)=O)C)=O (N-(3-{[2-(1,1-Dioxido-2,3-dihydro-1,4-benzothiazepin-4(5H)-yl)-6-methylquinolin-4-yl]amino}propyl)acetamide). Reaction SMILES: [O:1]=[S:2]1(=[O:29])[C:8]2[CH:9]=[CH:10][CH:11]=[CH:12][C:7]=2[CH2:6][N:5]([C:13]2[CH:22]=[C:21]([NH:23][CH2:24][CH2:25][CH2:26][NH2:27])[C:20]3[C:15](=[CH:16][CH:17]=[C:18]([CH3:28])[CH:19]=3)[N:14]=2)[CH2:4][CH2:3]1.[C:30](OC(=O)C)(=[O:32])[CH3:31]>>[O:29]=[S:2]1(=[O:1])[C:8]2[CH:9]=[CH:10][CH:11]=[CH:12][C:7]=2[CH2:6][N:5]([C:13]2[CH:22]=[C:21]([NH:23][CH2:24][CH2:25][CH2:26][NH:27][C:30](=[O:32])[CH3:31])[C:20]3[C:15](=[CH:16][CH:17]=[C:18]([CH3:28])[CH:19]=3)[N:14]=2)[CH2:4][CH2:3]1. Procedure details: The title compound was prepared in analogy to Example 63-1 in Scheme 25 by using N-[2-(1,1-dioxido-2,3-dihydro-1,4-benzothiazepin-4(5H)-yl)-6-methylquinolin-4-yl]propane-1,3-diamine (prepared in analogy to Example 9-3) and acetic anhydride. MS obsd. (ESI+) [(M+H)+] 453, 1H NMR (400 MHz, CD3OD) δ ppm 8.00-7.97 (m, 1 H), 7.81 (d, J=7.2 Hz, 1 H), 7.76-7.64 (m, 2 H), 7.46-7.42 (m, 2 H), 7.30-7.28 (m, 1 H), 5.99 (s, 1 H), 5.14 (s, 2 H), 4.54 (brs, 2 H), 3.58 (t, 2 H), 3.36 (m, 4 H), 2.42 (s, 3 H), 2.... Starting materials: Br.OC1=CC(=NC=C1)C(=O)O (4-hydroxy-2-pyridinecarboxylic acid hydrobromide), Cl (hydrochloric acid), C(C)O (ethanol). Conditions: temperature 0 celsius. Yields the product Cl.OC1=CC(=NC=C1)C(=O)OCC (ethyl 4-hydroxy-2-pyridinecarboxylate hydrochloride). RXN SMILES: Br.[OH:2][C:3]1[CH:8]=[CH:7][N:6]=[C:5]([C:9]([OH:11])=[O:10])[CH:4]=1.[ClH:12].[CH2:13](O)[CH3:14]>>[ClH:12].[OH:2][C:3]1[CH:8]=[CH:7][N:6]=[C:5]([C:9]([O:11][CH2:13][CH3:14])=[O:10])[CH:4]=1 |f:0.1,4.5|. Reported procedure: To a 1 l. round bottom flask was added 45.5 g (0.21 mol) of 4-hydroxy-2-pyridinecarboxylic acid hydrobromide and 500 ml of ethanol saturated with hydrochloric acid. The mixture was heated to reflux overnight, cooled and concentrated under vacuum to 1/3 of its original volume. After cooling the mixture to about 0° C., the resultant crystals were collected by vacuum filtration, washed with ethanol and diethyl ether, and dried under vacuum to afford 29.5 g of ethyl 4-hydroxy-2-pyridinecarboxylate h... The reactants are Brc1ncccn1, COC(=O)CC(=O)OC, C1COCCO1, Cl, [H-], [Na+], O. Yields the product COC(=O)C(C(=O)OC)c1ncccn1. As a reaction SMILES: [Br:12][c:13]1[n:14][cH:15][cH:16][cH:17][n:18]1.[C:1]([CH2:2][C:3](=[O:4])[O:5][CH3:6])(=[O:7])[O:8][CH3:9].[CH2:20]1[O:21][CH2:22][CH2:23][O:24][CH2:25]1.[ClH:19].[H-:10].[Na+:11].[OH2:26]>>[C:1]([CH:2]([C:3](=[O:4])[O:5][CH3:6])[c:13]1[n:14][cH:15][cH:16][cH:17][n:18]1)(=[O:7])[O:8][CH3:9]. The reactants are CC(C)(C)OC(=O)N1CCC(n2ncc3c(Cl)ncnc32)CC1, CC#N, N#Cc1ccc(O)cc1. Reaction SMILES: [C:1]([CH3:2])([CH3:3])([CH3:4])[O:5][C:6](=[O:7])[N:8]1[CH2:9][CH2:10][CH:11]([n:14]2[n:15][cH:16][c:17]3[c:18]2[n:19][cH:20][n:21][c:22]3[Cl:23])[CH2:12][CH2:13]1.[CH3:33][C:34]#[N:35].[OH:24][c:25]1[cH:26][cH:27][c:28]([C:31]#[N:32])[cH:29][cH:30]1>>[C:1]([CH3:2])([CH3:3])([CH3:4])[O:5][C:6](=[O:7])[N:8]1[CH2:9][CH2:10][CH:11]([n:14]2[n:15][cH:16][c:17]3[c:18]2[n:19][cH:20][n:21][c:22]3[O:24][c:25]2[cH:26][cH:27][c:28]([C:31]#[N:32])[cH:29][cH:30]2)[CH2:12][CH2:13]1. Product: CC(C)(C)OC(=O)N1CCC(n2ncc3c(Oc4ccc(C#N)cc4)ncnc32)CC1. Reactants: C(C)NC=1C=C2CC3=C(NC=4C=CC=CC34)C2=CC1 (5,10-Dihydro-2-(N-Ethylamino)indeno[1,2-b]indole), C(C)(=O)OC(C)=O (acetic anhydride). Solvent: O (Water). Conditions: time 1 hour. The product is C(C)(=O)N(CC)C=1C=C2CC3=C(NC=4C=CC=CC34)C2=CC1 (5,10-Dihydro-2-(N-acetyl-N-ethylamino)indeno[1,2-b]indole). The yield is 90.0%. As a reaction SMILES: [CH2:1]([NH:3][C:4]1[CH:5]=[C:6]2[C:17](=[CH:18][CH:19]=1)[C:9]1[NH:10][C:11]3[CH:12]=[CH:13][CH:14]=[CH:15][C:16]=3[C:8]=1[CH2:7]2)[CH3:2].C(O[C:24](=[O:26])[CH3:25])(=O)C>O>[C:24]([N:3]([C:4]1[CH:5]=[C:6]2[C:17](=[CH:18][CH:19]=1)[C:9]1[NH:10][C:11]3[CH:12]=[CH:13][CH:14]=[CH:15][C:16]=3[C:8]=1[CH2:7]2)[CH2:1][CH3:2])(=[O:26])[CH3:25]. Procedure: 5,10-Dihydro-2-(N-Ethylamino)indeno[1,2-b]indole (0.47 g, 1,90 mM) and acetic anhydride (4 cm3) were heated to 90°-95° C. for 4 hours. Water (30 cm3) was added to the cold solution and the mixture was stirred vigorously for 1 hour. The solid product which formed was then collected and washed with a few drops of cold ethanol to afford the title compound 0.5 g, 90% as a colourless solid, M.p. 232° C. 1H NMR (CDCl3) δ: 1.16 (3H, t, J=7.0 Hz), 1.90 (3H, s), 3.73 (2H, s), 3.81 (2H, q, J=7.0 Hz), 7.05... The reactants are FC(C=1C=C(C=CC1)C1CCN(CC1)C1=NC=C(C=C1)N)(F)F (4-(3-trifluoromethyl-phenyl)-3,4,5,6-tetrahydro-2H-[1,2′]bipyridinyl-5′-ylamine), C(C)(C)N(CC)C(C)C (diisopropylethylamine), C1(=CC=CC=C1)C=1OC(=C(N1)C(=O)Cl)C(F)(F)F (2-phenyl-5-trifluoromethyl-oxazole-4-carbonyl chloride). Run in C(C)(=O)OCC (ethyl acetate), C(Cl)Cl (methylene chloride). Reaction conditions: time 24 hour. The product is FC(C=1C=C(C=CC1)C1CCN(CC1)C1=NC=C(C=C1)NC(=O)C=1N=C(OC1C(F)(F)F)C1=CC=CC=C1)(F)F (2-phenyl-5-trifluoromethyl-oxazole-4-carboxylic acid [4-(3-trifluoromethyl-phenyl)-3,4,5,6-tetrahydro-2H-[1,2′]bipyridinyl-5′-yl]-amide). As a reaction SMILES: [F:1][C:2]([F:23])([F:22])[C:3]1[CH:4]=[C:5]([CH:9]2[CH2:14][CH2:13][N:12]([C:15]3[CH:20]=[CH:19][C:18]([NH2:21])=[CH:17][N:16]=3)[CH2:11][CH2:10]2)[CH:6]=[CH:7][CH:8]=1.C(N(C(C)C)CC)(C)C.[C:33]1([C:39]2[O:40][C:41]([C:47]([F:50])([F:49])[F:48])=[C:42]([C:44](Cl)=[O:45])[N:43]=2)[CH:38]=[CH:37][CH:36]=[CH:35][CH:34]=1>C(Cl)Cl.C(OCC)(=O)C>[F:23][C:2]([F:1])([F:22])[C:3]1[CH:4]=[C:5]([CH:9]2[CH2:10][CH2:11][N:12]([C:15]3[CH:20]=[CH:19][C:18]([NH:21][C:44]([C:42]4[N:43]=[C:39]([C:33]5[CH:38]=[CH:37][CH:36]=[CH:35][CH:34]=5)[O:40][C:41]=4[C:47]([F:49])([F:50])[F:48])=[O:45])=[CH:17][N:16]=3)[CH2:13][CH2:14]2)[CH:6]=[CH:7][CH:8]=1. Reported procedure: To a solution of 4-(3-trifluoromethyl-phenyl)-3,4,5,6-tetrahydro-2H-[1,2′]bipyridinyl-5′-ylamine (400 mg, 1.24 mmol) in methylene chloride (10 mL) was added diisopropylethylamine (0.60 mL, 3.30 mmol) followed by 2-phenyl-5-trifluoromethyl-oxazole-4-carbonyl chloride (300 mg, 1.10 mmol). The reaction was stirred at room temperature for 24 hours and then diluted with ethyl acetate. The organic layer was washed with saturated sodium bicarbonate, dried over magnesium sulfate, filtered and evaporated...